From a dataset of the Open Reaction Database (ORD), a public repository of structured organic reaction records. describe an organic reaction: reactants, conditions, products, and yield Starting materials: CC1(C(CC=C1C)CC(=O)O)C (2,2,3-Trimethyl-3-cyclopentene-1-acetic acid), C1(=CC=C(C=C1)S(=O)(=O)O)C (p-toluene-sulfonic acid). Solvent: C(C)O (ethanol). Conditions: temperature 78 celsius. Product: C(C)OC(CC1C(C(=CC1)C)(C)C)=O (2,2,3-Trimethyl-3-cyclopentene-1-acetic acid ethyl ester). Yield: 3289.9%. RXN SMILES: [CH3:1][C:2]1([CH3:12])[C:6]([CH3:7])=[CH:5][CH2:4][CH:3]1[CH2:8][C:9]([OH:11])=[O:10].[C:13]1(C)C=CC(S(O)(=O)=O)=C[CH:14]=1>C(O)C>[CH2:13]([O:10][C:9](=[O:11])[CH2:8][CH:3]1[CH2:4][CH:5]=[C:6]([CH3:7])[C:2]1([CH3:12])[CH3:1])[CH3:14]. Procedure details: A solution of α-campholenic acid (100 g) and p-toluene-sulfonic acid (2 g) in ethanol (3 liters) was kept at reflux (78° C.) for 3 hours. The alcohol was then removed, the residue taken up in CH2Cl2 (1.5 liters) and the solution extracted with ice cold 5% aqueous sodium hydroxide (2×500 ml) and water (500 ml). Concentration of the CH2Cl2 solution gave a crude product (81 g) which was distilled through a 9" glass packed column to give 75 g of a colorless liquid; bp 90° C. @ 4,8 mm Hg; analysis: 9... The reactants are COc1cccc(Nc2c(C(N)=O)cnc3c(C)cc(S(=O)(=O)c4ccc(Br)cc4)cc23)c1, CCOC(C)=O, COc1cccc(Nc2c(C(N)=O)cnc3c(C)cc(S(=O)(=O)c4cccc(-c5ccc(CO)cc5)c4)cc23)c1. Yields the product COc1cccc(Nc2c(C(N)=O)cnc3c(C)cc(S(=O)(=O)c4ccc(-c5ccc(CO)cc5)cc4)cc23)c1. Reaction SMILES: [Br:41][c:42]1[cH:43][cH:44][c:45]([S:48](=[O:49])(=[O:50])[c:51]2[cH:52][c:53]3[c:54]([NH:65][c:66]4[cH:67][c:68]([O:72][CH3:73])[cH:69][cH:70][cH:71]4)[c:55]([C:62](=[O:63])[NH2:64])[cH:56][n:57][c:58]3[c:59]([CH3:61])[cH:60]2)[cH:46][cH:47]1.[CH3:74][CH2:75][O:76][C:77](=[O:78])[CH3:79].[OH:1][CH2:2][c:3]1[cH:4][cH:5][c:6](-[c:9]2[cH:10][cH:11][cH:12][c:13]([S:14]([c:15]3[cH:16][c:17]4[c:18]([c:19]([CH3:20])[cH:21]3)[n:22][cH:23][c:24]([C:25]([NH2:26])=[O:27])[c:28]4[NH:29][c:30]3[cH:31][cH:32][cH:33][c:34]([O:35][CH3:36])[cH:37]3)(=[O:38])=[O:39])[cH:40]2)[cH:7][cH:8]1>>[OH:1][CH2:2][c:3]1[cH:4][cH:5][c:6](-[c:42]2[cH:43][cH:44][c:45]([S:48](=[O:49])(=[O:50])[c:51]3[cH:52][c:53]4[c:54]([NH:65][c:66]5[cH:67][c:68]([O:72][CH3:73])[cH:69][cH:70][cH:71]5)[c:55]([C:62](=[O:63])[NH2:64])[cH:56][n:57][c:58]4[c:59]([CH3:61])[cH:60]3)[cH:46][cH:47]2)[cH:7][cH:8]1. Reaction SMILES: Cl[C:2]1[N:7]=[C:6]([C:8]2[C:9]([Cl:14])=[N:10][CH:11]=[CH:12][CH:13]=2)[CH:5]=[CH:4][N:3]=1.C(=O)([O-])[O-].[K+].[K+].CS(C)=O.[O:25]1[CH2:30][CH2:29][N:28]([CH2:31][CH2:32][CH2:33][NH2:34])[CH2:27][CH2:26]1>CCOC(C)=O>[Cl:14][C:9]1[C:8]([C:6]2[CH:5]=[CH:4][N:3]=[C:2]([NH:34][CH2:33][CH2:32][CH2:31][N:28]3[CH2:29][CH2:30][O:25][CH2:26][CH2:27]3)[N:7]=2)=[CH:13][CH:12]=[CH:11][N:10]=1 |f:1.2.3|. Procedure details: To 2-chloro-4-(2-chloropyridin-3-yl)pyrimidine (100 mg, 0.44 mmol) and potassium carbonate (122 mg, 0.88 mmol) was added DMSO (1.0 mL) and 3-morpholinopropan-1-amine (77 mg, 0.53 mmol). The resulting mixture was heated for 15 hours at 80° C. The cooled reaction was diluted with EtOAc and extracted with water. The organic layer was dried over sodium sulfate, filtered and concentrated to yield the desired product as a yellow oil. MS m/z=334 [M+M]+. Calc'd for C16H20ClN5O: 333.84. Conditions: temperature 80 celsius. Run in CCOC(=O)C (EtOAc). The product is ClC1=NC=CC=C1C1=NC(=NC=C1)NCCCN1CCOCC1 (4-(2-chloropyridin-3-yl)-N-(3-morpholinopropyl)pyrimidin-2-amine). Reactants: ClC1=NC=CC(=N1)C=1C(=NC=CC1)Cl (2-chloro-4-(2-chloropyridin-3-yl)pyrimidine), C([O-])([O-])=O.[K+].[K+] (potassium carbonate), CS(=O)C (DMSO), O1CCN(CC1)CCCN (3-morpholinopropan-1-amine). Reactants: O1CCC(CC1)OS(=O)(=O)C (methanesulfonic acid tetrahydropyran-4-yl ester), C([O-])([O-])=O.[K+].[K+] (potassium carbonate), FC1=CC=C(C(C=O)=C1)O (5-fluoro salicylaldehyde). The solvent is CN(C=O)C (dimethylformamide). Product: FC=1C=CC(=C(C=O)C1)OC1CCOCC1 (5-fluoro-2-(tetrahydro-pyran-4-yloxy)-benzaldehyde). Reaction SMILES: [F:1][C:2]1[CH:9]=[C:6]([CH:7]=[O:8])[C:5]([OH:10])=[CH:4][CH:3]=1.[O:11]1[CH2:16][CH2:15][CH:14](OS(C)(=O)=O)[CH2:13][CH2:12]1.C(=O)([O-])[O-].[K+].[K+]>CN(C)C=O>[F:1][C:2]1[CH:3]=[CH:4][C:5]([O:10][CH:14]2[CH2:15][CH2:16][O:11][CH2:12][CH2:13]2)=[C:6]([CH:9]=1)[CH:7]=[O:8] |f:2.3.4|. Procedure: In a manner similar to the method described in Example 4a, 5-fluoro salicylaldehyde (Aldrich) reacted with methanesulfonic acid tetrahydro-pyran-4-yl ester (Example 32a) and potassium carbonate in dimethylformamide to give a solid. MS (H+), 225. As a reaction SMILES: [H-].[Na+].[CH:3]1([O:8][C:9]2[CH:14]=[CH:13][C:12]([N:15]3[CH:19]=[CH:18][N:17]([C@H:20]4[CH2:25][CH2:24][C@H:23]([OH:26])[CH2:22][CH2:21]4)[C:16]3=[O:27])=[CH:11][CH:10]=2)[CH2:7][CH2:6][CH2:5][CH2:4]1.CN(C=O)C.[CH3:33][N:34]([CH2:36][CH2:37]Cl)[CH3:35]>O>[CH:3]1([O:8][C:9]2[CH:14]=[CH:13][C:12]([N:15]3[CH:19]=[CH:18][N:17]([C@H:20]4[CH2:25][CH2:24][C@H:23]([O:26][CH2:37][CH2:36][N:34]([CH3:35])[CH3:33])[CH2:22][CH2:21]4)[C:16]3=[O:27])=[CH:11][CH:10]=2)[CH2:4][CH2:5][CH2:6][CH2:7]1 |f:0.1|. Product: C1(CCCC1)OC1=CC=C(C=C1)N1C(N(C=C1)[C@@H]1CC[C@H](CC1)OCCN(C)C)=O (Trans-1-(4-cyclopentyloxy-phenyl)-3-[4-(2-dimethylaminoethoxy)cyclohexyl]-1,3-dihydroimidazol-2-one). Conditions: time 8 hour. Reported procedure: Sodium hydride (42 mg) was added to a mixture of trans-1-(4-cyclopentyloxy-phenyl)-3-(4-hydroxycyclohexyl)-1,3-dihydroimidazol-2-one (0.30 g) and DMF (10 ml) and, after gas evolution ceased, dimethylaminoethyl chloride (94 mg) was added. After eight hours, the reaction solution was diluted with water, and the mixture was extracted with ethyl acetate. The organic phase was dried over magnesium sulfate, filtered and concentrated. The residue was purified by preparative HPLC. The product with the m... Solvent: O (water). The reactants are [H-].[Na+] (Sodium hydride), C1(CCCC1)OC1=CC=C(C=C1)N1C(N(C=C1)[C@@H]1CC[C@H](CC1)O)=O (trans-1-(4-cyclopentyloxy-phenyl)-3-(4-hydroxycyclohexyl)-1,3-dihydroimidazol-2-one), CN(C)C=O (DMF), CN(C)CCCl (dimethylaminoethyl chloride). Starting materials: Cc1ccccc1, O=C(Cl)C(=O)Cl, ClCCl, O=C(O)c1cc(I)cc(I)c1I, CN(C)C=O. Yields the product O=C(Cl)c1cc(I)cc(I)c1I. RXN SMILES: [CH3:27][c:28]1[cH:29][cH:30][cH:31][cH:32][cH:33]1.[Cl:13][C:14]([C:15]([Cl:16])=[O:17])=[O:18].[Cl:24][CH2:25][Cl:26].[I:1][c:2]1[c:3]([C:4](=[O:5])[OH:6])[cH:7][c:8]([I:12])[cH:9][c:10]1[I:11].[O:19]=[CH:20][N:21]([CH3:22])[CH3:23]>>[I:1][c:2]1[c:3]([C:4](=[O:5])[Cl:13])[cH:7][c:8]([I:12])[cH:9][c:10]1[I:11]. Reactants: C(OCC)(=O)Cl (ethyl chlorocarbonate), C(C1=CN=CC=C1)(=O)OC (methyl nicotinate), ICCC(=O)OCC (ethyl 3-iodopropanoate), BrCCBr (1,2-dibromoethane), [S] (sulfur), [Cu]C#N (copper(I) cyanide), [Cl-].[Li+] (lithium chloride). The reagents and catalysts are Cl[Si](C)(C)C (chlorotrimethylsilane), [Zn] (zinc). Solvent: O1CCCC1 (tetrahydrofuran), O1CCCC1 (tetrahydrofuran), O1CCCC1 (tetrahydrofuran), C=1(C(=CC=CC1)C)C (Xylene), C(O)([O-])=O.[Na+] (sodium hydrogen carbonate), O1CCCC1 (tetrahydrofuran). Reaction conditions: temperature 80 celsius, time 20 minute. Yields the product C(C)OC(CCC1=CC=NC=C1C(=O)OC)=O (methyl 4-(3-ethoxy-3-oxopropyl)nicotinate). The yield is 42.6%. RXN SMILES: BrCCBr.I[CH2:6][CH2:7][C:8]([O:10][CH2:11][CH3:12])=[O:9].[Cu]C#N.[Cl-].[Li+].C(Cl)(=O)OCC.[C:24]([O:32][CH3:33])(=[O:31])[C:25]1[CH:30]=[CH:29][CH:28]=[N:27][CH:26]=1.[S]>O1CCCC1.C(=O)([O-])O.[Na+].[Zn].Cl[Si](C)(C)C.C1(C)C(C)=CC=CC=1>[CH2:11]([O:10][C:8](=[O:9])[CH2:7][CH2:6][C:30]1[C:25]([C:24]([O:32][CH3:33])=[O:31])=[CH:26][N:27]=[CH:28][CH:29]=1)[CH3:12] |f:3.4,9.10,^3:33|. Reported procedure: Under an argon gas atmosphere, a mixture of zinc (21.0 g, 321 mmol) and 1,2-dibromoethane (1.40 mL, 16.2 mmol) in tetrahydrofuran (105 mL) was stirred at 80° C. for 20 min. After cooling to room temperature, chlorotrimethylsilane (400 μL, 3.13 mmol) was added at room temperature, and the mixture was stirred for 30 min. A solution of ethyl 3-iodopropanoate (60.0 g, 263 mmol) in tetrahydrofuran (53 mL) was added dropwise to the mixture at room temperature, and the mixture was stirred at 40° C. for... Run at time 24 hour. Procedure details: A mixture of 4-hydroxyquinoline (2.9 g.), sodium methanesulphinate (8.16 g.), 40% aqueous formaldehyde (4.5 ml.) and water (70 ml.) was stirred at 95°-100° for 24 hours. More formaldehyde solution (5 ml.) was added and the mixture stirred at 95°-100° for a further 24 hours. The mixture was cooled and filtered to give the novel 4-hydroxy-3-methylsulphonylmethylquinoline, m.p. 280°-282° (from industrial methylated spirit:water). Solvent: O (water). Reactants: C=O (formaldehyde), OC1=CC=NC2=CC=CC=C12 (4-hydroxyquinoline), CS(=O)[O-].[Na+] (sodium methanesulphinate), C=O (formaldehyde). Reaction SMILES: [OH:1][C:2]1[C:11]2[C:6](=[CH:7][CH:8]=[CH:9][CH:10]=2)[N:5]=[CH:4][CH:3]=1.[CH3:12][S:13]([O-:15])=[O:14].[Na+].[CH2:17]=O>O>[OH:1][C:2]1[C:11]2[C:6](=[CH:7][CH:8]=[CH:9][CH:10]=2)[N:5]=[CH:4][C:3]=1[CH2:12][S:13]([CH3:17])(=[O:15])=[O:14] |f:1.2|. The product is OC1=C(C=NC2=CC=CC=C12)CS(=O)(=O)C (4-hydroxy-3-methylsulphonylmethylquinoline). Reactants: COC(=O)C(=O)c1cc(F)c(OCCOc2ccc3ccccc3c2)c(F)c1, CO, [Na+], C1CCOC1, [OH-], O. The product is O=C(O)C(=O)c1cc(F)c(OCCOc2ccc3ccccc3c2)c(F)c1. As a reaction SMILES: [CH3:1][O:2][C:3]([C:4]([c:5]1[cH:6][c:7]([F:26])[c:8]([O:12][CH2:13][CH2:14][O:15][c:16]2[cH:17][c:18]3[cH:19][cH:20][cH:21][cH:22][c:23]3[cH:24][cH:25]2)[c:9]([F:11])[cH:10]1)=[O:27])=[O:28].[CH3:31][OH:32].[Na+:30].[O:33]1[CH2:34][CH2:35][CH2:36][CH2:37]1.[OH-:29].[OH2:38]>>[O:2]=[C:3]([C:4]([c:5]1[cH:6][c:7]([F:26])[c:8]([O:12][CH2:13][CH2:14][O:15][c:16]2[cH:17][c:18]3[cH:19][cH:20][cH:21][cH:22][c:23]3[cH:24][cH:25]2)[c:9]([F:11])[cH:10]1)=[O:27])[OH:28]. Starting materials: CC(CC(C)=O)=O (2,4-pentanedione), B(=O)OB=O (boron trioxide), ClC1=C(C=O)C=CC(=C1)O (2-chloro-4-hydroxybenzaldehyde), C(OC)(OC)OC (trimethyl orthoformate), C(CCC)N (n-butylamine), Cl (HCl). Solvent: C(C)(=O)OCC (Ethyl acetate), C(C)(=O)OCC (ethyl acetate). Conditions: temperature 95 celsius, time 30 minute. The product is ClC1=C(C=CC(=C1)O)C=CC(CC(C)=O)=O (6-(2-chloro-4-hydroxyphenyl)hex-5-ene-2,4-dione). The yield is 15.4%. As a reaction SMILES: [CH3:1][C:2](=[O:7])[CH2:3][C:4](=[O:6])[CH3:5].B(OB=O)=O.[Cl:13][C:14]1[CH:21]=[C:20]([OH:22])[CH:19]=[CH:18][C:15]=1[CH:16]=O.C(OC)(OC)OC.C(N)CCC.Cl>C(OCC)(=O)C>[Cl:13][C:14]1[CH:21]=[C:20]([OH:22])[CH:19]=[CH:18][C:15]=1[CH:16]=[CH:1][C:2](=[O:7])[CH2:3][C:4](=[O:6])[CH3:5]. Reported procedure: Ethyl acetate (0.8 mL), 2,4-pentanedione (1.03 mL, 10.0 mmol) and boron trioxide (0.63 g, 9.1 mmol) was placed in a 200 mL reaction vessel with a reflux condenser. To the stirring mixture at 85° C. was added dropwise a solution of 2-chloro-4-hydroxybenzaldehyde (238 mg, 1.52 mmol) and trimethyl orthoformate (0.17 mL, 1.5 mmol) in 3.0 mL of ethyl acetate. After the reaction mixture was stirred for 30 min at 95° C., n-butylamine (0.80 mL, 7.6 mmol) was added dropwise with additional stirring for 2...